Task: describe an organic reaction: reactants, conditions, products, and yield. Dataset: the Open Reaction Database (ORD), a public repository of structured organic reaction records Reactants: [N+](=O)([O-])C1=C(CN[C@@H](CCSC)C(=O)O)C=CC=C1 (N-(2-nitro-benzyl)-methionine). Reagents/catalysts: [Ni] (Raney nickel). Run in CO (methanol), [OH-].[Na+] (sodium hydroxide). Run at time 8 hour. Product: NC1=C(CN[C@@H](CCSC)C(=O)O)C=CC=C1 (N-(2-Amino-benzyl)-methionine). Reaction SMILES: [N+:1]([C:4]1[CH:19]=[CH:18][CH:17]=[CH:16][C:5]=1[CH2:6][NH:7][C@H:8]([C:13]([OH:15])=[O:14])[CH2:9][CH2:10][S:11][CH3:12])([O-])=O>CO.[OH-].[Na+].[Ni]>[NH2:1][C:4]1[CH:19]=[CH:18][CH:17]=[CH:16][C:5]=1[CH2:6][NH:7][C@H:8]([C:13]([OH:15])=[O:14])[CH2:9][CH2:10][S:11][CH3:12] |f:2.3|. Procedure details: 780 gm of N-(2-nitro-benzyl)-methionine were dissolved in a mixture of 5 liters of methanol and 280 cc of aqueous 30% sodium hydroxide in a tightly sealable vessel equipped with an effective stirrer. 100 gm of Raney nickel were added to the solution, the vessel was sealed, and the contents were hydrogenated at a pressure of about 70 gm/cm2, accompanied by stirring. The internal temperature rose gradually to about 60° C. and fell again when the hydrogenation reaction had gone to completion. The r... Conditions: time 1 hour. The reactants are IC1=CC=C(C=C1)C(CC(=O)OCC)=O (Ethyl 3-(4-iodophenyl)-3-oxopropanoate), Cl.NO (hydroxylamine hydrochloride), [OH-].[Na+] (NaOH). The product is IC1=CC=C(C=C1)C1=NOC(C1)=O (3-(4-Iodophenyl)isoxazol-5(4H)-one). Reported procedure: Ethyl 3-(4-iodophenyl)-3-oxopropanoate (3.0 g, 9.4 mmol) was added slowly to a solution of hydroxylamine hydrochloride (660 mg, 9.44 mmol), NaOH (795 mg, 19.8 mmol), and water (12 mL) at 0° C. The reaction mixture was kept at 0° C. for 1 h. The precipitate was collected by filtration, rinsed with water, and dried under vacuum to afford the title compound as white solid (2.0 g, 64%). 1H NMR (CDCl3, 400 MHz): δ 7.84 (d, 2H), 7.40 (d, 2H), 3.78 (s, 2H). 13C NMR (acetone-d6, 100 MHz): δ 176.1, 164.6... Run in O (water). Reaction SMILES: [I:1][C:2]1[CH:7]=[CH:6][C:5]([C:8](=O)[CH2:9][C:10]([O:12]CC)=[O:11])=[CH:4][CH:3]=1.Cl.[NH2:17]O.[OH-].[Na+]>O>[I:1][C:2]1[CH:7]=[CH:6][C:5]([C:8]2[CH2:9][C:10](=[O:11])[O:12][N:17]=2)=[CH:4][CH:3]=1 |f:1.2,3.4|. Yield: 74.1%. Starting materials: C1COCCOCCOCCOCCOCCO1 (18-crown-6), N1=CC=CC2=CC=CC=C12 (quinoline), [F-].[K+] (KF), C(C1=CC=CC=C1)(=O)C1=CC=CC=C1 (benzophenone), FC(S(=O)(=O)OC1=C(C=CC=C1)[Si](C)(C)C)(F)F (2-(trimethylsilyl)phenyl trifluoromethanesulfonate), Pet. ether EtOAc. The solvent is C1CCOC1 (THF). Yields the product C1(=CC=CC=C1)C1(C2=C(N3C(C=CC4=CC=CC=C34)O1)C=CC=C2)C2=CC=CC=C2 (5,5-diphenyl-5H,6aH-benzo[4,5][1,3]oxazino[3,2-a]quinoline). Yield: 54.2%. As a reaction SMILES: [N:1]1[C:10]2[C:5](=[CH:6][CH:7]=[CH:8][CH:9]=2)[CH:4]=[CH:3][CH:2]=1.[C:11]([C:19]1[CH:24]=[CH:23][CH:22]=[CH:21][CH:20]=1)(=[O:18])[C:12]1[CH:17]=[CH:16][CH:15]=[CH:14][CH:13]=1.FC(F)(F)S(O[C:31]1[CH:36]=[CH:35][CH:34]=[CH:33][C:32]=1[Si](C)(C)C)(=O)=O.[F-].[K+].C1OCCOCCOCCOCCOCCOC1>C1COCC1>[C:12]1([C:11]2([C:31]3[CH:36]=[CH:35][CH:34]=[CH:33][CH:32]=3)[O:18][CH:2]3[CH:3]=[CH:4][C:5]4[C:10]([N:1]3[C:20]3[CH:21]=[CH:22][CH:23]=[CH:24][C:19]2=3)=[CH:9][CH:8]=[CH:7][CH:6]=4)[CH:17]=[CH:16][CH:15]=[CH:14][CH:13]=1 |f:3.4|. Reported procedure: Following the general procedure, treatment of quinoline (0.064 g, 59 μL, 0.50 mmol) and benzophenone (0.136 g, 0.75 mmol) with 2-(trimethylsilyl)phenyl trifluoromethanesulfonate (0.179 g, 146 μL, 0.60 mmol) in the presence of KF (0.070 g, 1.2 mmol) and 18-crown-6 (0.317 g, 1.2 mmol) in THF (2.0 mL) at −10° C. to room temperature for 12 hrs followed by flash column chromatography (Pet. ether/EtOAc=95/05) of the crude reaction mixture afforded 5,5-diphenyl-5H,6aH-benzo[4,5][1,3]oxazino[3,2-a]quino... Reactants: O=C(O)c1ccc(O)c(Br)c1, C[Si](C)(C)C=[N+]=[N-], CO, ClCCl. Yields the product COC(=O)c1ccc(O)c(Br)c1. RXN SMILES: [Br:1][c:2]1[cH:3][c:4]([C:5](=[O:6])[OH:7])[cH:8][cH:9][c:10]1[OH:11].[CH3:12][Si:13]([CH:14]=[N+:15]=[N-:16])([CH3:17])[CH3:18].[CH3:22][OH:23].[Cl:19][CH2:20][Cl:21]>>[Br:1][c:2]1[cH:3][c:4]([C:5](=[O:6])[O:7][CH3:12])[cH:8][cH:9][c:10]1[OH:11].